This data is from the Open Reaction Database (ORD), a public repository of structured organic reaction records. The task is: describe an organic reaction: reactants, conditions, products, and yield Reactants: O (water), C(C)(C)(C)ON=O (tert-butylnitrite), II (iodine), ClC1=CC=C(C=C1)C=1N=CC(=NC1)N (5-(4-chlorophenyl)pyrazin-2-ylamine). Solvent: C(Cl)(Cl)(Cl)Cl (carbon tetrachloride), C(Cl)Cl (DCM). Run at time 8 hour. Product: ClC1=CC=C(C=C1)C1=NC=C(N=C1)I (2-(4-chlorophenyl)-5-iodopyrazine). As a reaction SMILES: C(ON=O)(C)(C)C.[I:8]I.[Cl:10][C:11]1[CH:16]=[CH:15][C:14]([C:17]2[N:18]=[CH:19][C:20](N)=[N:21][CH:22]=2)=[CH:13][CH:12]=1.O>C(Cl)(Cl)(Cl)Cl.C(Cl)Cl>[Cl:10][C:11]1[CH:16]=[CH:15][C:14]([C:17]2[CH:22]=[N:21][C:20]([I:8])=[CH:19][N:18]=2)=[CH:13][CH:12]=1. Procedure details: In a flask protected from light, 4.90 mL (40.0 mmol) of tert-butylnitrite and 7.61 g (30.0 mmol) of iodine were added to a solution of 4.80 g (23.5 mmol) of 5-(4-chlorophenyl)pyrazin-2-ylamine in 100 mL of carbon tetrachloride and 50 mL of DCM. The mixture was stirred overnight at RT and then combined with 100 mL of water. The organic phase was washed twice with 50 mL of 10% aqueous sodium thiosulfate solution and 50 mL of water, dried over magnesium sulfate, filtered through activated charcoal,... Starting materials: OCCN1CC2C(N(C=3C=CC(=CC23)C)C)CC1 (2-(β-hydroxyethyl)-5,8-dimethyl-2,3,4,4a,5,9b-hexahydro-1H-pyrido-[4,3-b]indole), S(=O)(Cl)Cl (thionyl chloride). Yields the product ClCCN1CC2C(N(C=3C=CC(=CC23)C)C)CC1 (2-(β-chloroethyl)-5,8-dimethyl-2,3,4,4a,5,9b-hexahydro-1H-pyrido[4,3-b]indole). Yield: 77.1%. RXN SMILES: O[CH2:2][CH2:3][N:4]1[CH2:18][CH2:17][CH:7]2[N:8]([CH3:16])[C:9]3[CH:10]=[CH:11][C:12]([CH3:15])=[CH:13][C:14]=3[CH:6]2[CH2:5]1.S(Cl)([Cl:21])=O>>[Cl:21][CH2:2][CH2:3][N:4]1[CH2:18][CH2:17][CH:7]2[N:8]([CH3:16])[C:9]3[CH:10]=[CH:11][C:12]([CH3:15])=[CH:13][C:14]=3[CH:6]2[CH2:5]1. Reported procedure: In the same manner as described in Example 7, 2-(β-hydroxyethyl)-5,8-dimethyl-2,3,4,4a,5,9b-hexahydro-1H-pyrido-[4,3-b]indole (3.5 g) is reacted with thionyl chloride (5.0 g) to give 2-(β-chloroethyl)-5,8-dimethyl-2,3,4,4a,5,9b-hexahydro-1H-pyrido[4,3-b]indole (2.9 g) as an oily substance. Reactants: C[O-].[Na+] (sodium methylate), C(C)(=O)N1C(O[C@@H]2CCC[C@@H]2C1)=O (cis-4-acetyl-2-oxa-4-aza-bicyclo[4.3.0]nonan-3-one). Run in CO (methanol). Yields the product [C@@H]12OC(NC[C@H]2CCC1)=O (cis-2-oxa-4-aza-bicyclo[4.3.0]nonan-3-one). Isolated yield 82.2%. RXN SMILES: C[O-].[Na+].C([N:7]1[CH2:15][C@@H:14]2[C@@H:10]([CH2:11][CH2:12][CH2:13]2)[O:9][C:8]1=[O:16])(=O)C>CO>[C@@H:10]12[CH2:11][CH2:12][CH2:13][C@@H:14]1[CH2:15][NH:7][C:8](=[O:16])[O:9]2 |f:0.1|. Reported procedure: After adding 5 g of sodium methylate, a solution of 183 g (1 mol) of cis-4-acetyl-2-oxa-4-aza-bicyclo[4.3.0]nonan-3-one in anhydrous methanol is heated to the reflux temperature for 5 hours. After the solvent has been distilled off, the residue is recrystallised from diethyl ether. 116 g (82% of theory) of cis-2-oxa-4-aza-bicyclo[4.3.0]nonan-3-one (melting point: 56°-58° C.) are obtained. (See J. Org. Chem. 32, 540 (1967); melting point: 55°-56° C.).